Dataset: the Open Reaction Database (ORD), a public repository of structured organic reaction records. Task: describe an organic reaction: reactants, conditions, products, and yield Reactants: O (water), N1=CC=CC=C1 (pyridine), S(=O)(Cl)Cl (thionyl chloride), C(C#CCC)OC1=NC=NC(=C1)OC(C(C)(C)O)C (4-(2-pentynyloxy)-6-(2-hydroxy-1,2-dimethylpropyloxy)pyrimidine). The solvent is C(Cl)(Cl)Cl (chloroform). Conditions: time 1.5 hour. Yields the product C(C#CCC)OC1=NC=NC(=C1)OC(C(=C)C)C (4-(2-pentynyloxy)-6-(1,2-dimethyl-2-propenyloxy)pyrimidine). The yield is 64.4%. Reaction SMILES: [CH2:1]([O:6][C:7]1[CH:12]=[C:11]([O:13][CH:14]([CH3:19])[C:15](O)([CH3:17])[CH3:16])[N:10]=[CH:9][N:8]=1)[C:2]#[C:3][CH2:4][CH3:5].N1C=CC=CC=1.S(Cl)(Cl)=O.O>C(Cl)(Cl)Cl>[CH2:1]([O:6][C:7]1[CH:12]=[C:11]([O:13][CH:14]([CH3:19])[C:15]([CH3:17])=[CH2:16])[N:10]=[CH:9][N:8]=1)[C:2]#[C:3][CH2:4][CH3:5]. Procedure details: In 3 ml of chloroform was dissolved 0.5 g of 4-(2-pentynyloxy)-6-(2-hydroxy-1,2-dimethylpropyloxy)pyrimidine, to which 0.18 g of pyridine was added and 0.27 g of thionyl chloride was added dropwise at −13° C., followed by stirring for 1.5 hours. The reaction mixture was then poured into water, which was extracted three times with chloroform. The combined organic layers were washed with a saturated aqueous sodium hydrogencarbonate solution, a saturated aqueous sodium chloride solution, dried over...